Dataset: the Open Reaction Database (ORD), a public repository of structured organic reaction records. Task: describe an organic reaction: reactants, conditions, products, and yield Reactants: Cl (HCl), CCN(C(C)C)C(C)C (DIPEA), activated acid, amine, C1=CN(C=N1)C(=O)N2C=CN=C2 (CDI), N1C(=NCC1)C1=CC=C(C=C1)CN (1-[4-(4,5-dihydro-1H-imidazol-2-yl)phenyl]methanamine), ClC1=C(C(=CC=C1)Cl)S(=O)(=O)N(C)CC1=CC(=CO1)C(=O)O (5-({[(2,6-dichlorophenyl)sulfonyl](methyl)amino}methyl)furan-3-carboxylic acid). Run in CN(C)C=O (DMF), CN(C)C=O (DMF), ClCCCl (DCE). The product is ClC1=C(C(=CC=C1)Cl)S(=O)(=O)N(C)CC1=CC(=CO1)C(=O)NCC1=CC=C(C=C1)C=1NCCN1 (5-({[(2,6-dichlorophenyl)sulfonyl](methyl)amino}methyl)-N-[4-(4,5-dihydro-1H-imidazol-2-yl)benzyl]furan-3-carboxamide). RXN SMILES: [Cl:1][C:2]1[CH:7]=[CH:6][CH:5]=[C:4]([Cl:8])[C:3]=1[S:9]([N:12]([CH2:14][C:15]1[O:19][CH:18]=[C:17]([C:20](O)=[O:21])[CH:16]=1)[CH3:13])(=[O:11])=[O:10].C1N=CN(C(N2C=NC=C2)=O)C=1.[NH:35]1[CH2:39][CH2:38][N:37]=[C:36]1[C:40]1[CH:45]=[CH:44][C:43]([CH2:46][NH2:47])=[CH:42][CH:41]=1.Cl.CCN(C(C)C)C(C)C>ClCCCl.CN(C=O)C>[Cl:1][C:2]1[CH:7]=[CH:6][CH:5]=[C:4]([Cl:8])[C:3]=1[S:9]([N:12]([CH2:14][C:15]1[O:19][CH:18]=[C:17]([C:20]([NH:47][CH2:46][C:43]2[CH:42]=[CH:41][C:40]([C:36]3[NH:37][CH2:38][CH2:39][N:35]=3)=[CH:45][CH:44]=2)=[O:21])[CH:16]=1)[CH3:13])(=[O:11])=[O:10]. Reported procedure: 5-({[(2,6-dichlorophenyl)sulfonyl](methyl)amino}methyl)furan-3-carboxylic acid (51 mg, 0.14 mmol) was dissolved in DCE (0.5 mL) and CDI (34 mg, 0.21 mmol) was added. The mixture was stirred until acid activation was complete. 1-[4-(4,5-dihydro-1H-imidazol-2-yl)phenyl]methanamine.HCl (180 mg, 0.42 mmol) and DIPEA (0.22 mL, 1.26 mmol) were sonicated in DMF (3 mL) for 15 min, 0.25 mL of activated acid solution was added to 0.5 mL of amine solution and the reaction was diluted with DMF (1.5 mL) and ... Starting materials: NC(C(=O)NC(C(N1CC2(C(CC1)=NN(C2=O)CC(F)(F)F)CC2=NC=CC=C2)=O)COCC2=C(C=C(C=C2)F)F)(C)C (2-amino-N-(1-(2,4-difluoro-benzyloxymethyl)-2-oxo-2-(3-oxo-3a-pyridin-2-ylmethyl-2-(2,2,2-trifluoro-ethyl)-2,3,3a,4,6,7-hexahydro-pyrazolo[4,3-c]pyridin-5-yl)-ethyl)-2-methyl-propionamide), C([C@H](O)[C@@H](O)C(=O)O)(=O)O (L-tartaric acid). The product is NC(C(=O)N[C@@H](C(=O)N1C[C@@]2(C(CC1)=NNC2=O)CC2=CC=CC=C2)COCC2=CC=CC=C2)(C)C (2-amino-N-(2-(3a-(R)-benzyl-3-oxo-2,3,3a,4,6,7-hexahydro-pyrazolo[4,3-c]pyridin-5-yl)-1-(R)benzyloxymethyl-2-oxo-ethyl)isobutyramide). RXN SMILES: [NH2:1][C:2]([CH3:43])([CH3:42])[C:3]([NH:5][CH:6]([CH2:31][O:32][CH2:33][C:34]1[CH:39]=[CH:38][C:37](F)=[CH:36][C:35]=1F)[C:7](=[O:30])[N:8]1[CH2:13][CH2:12][C:11]2=[N:14][N:15](CC(F)(F)F)[C:16](=[O:17])[C:10]2([CH2:23][C:24]2[CH:29]=[CH:28][CH:27]=[CH:26]N=2)[CH2:9]1)=[O:4].[C:44](O)(=O)[C@@H]([C@H](C(O)=O)O)O>>[NH2:1][C:2]([CH3:42])([CH3:43])[C:3]([NH:5][C@H:6]([CH2:31][O:32][CH2:33][C:34]1[CH:39]=[CH:38][CH:37]=[CH:36][CH:35]=1)[C:7]([N:8]1[CH2:13][CH2:12][C:11]2=[N:14][NH:15][C:16](=[O:17])[C@:10]2([CH2:23][C:24]2[CH:44]=[CH:26][CH:27]=[CH:28][CH:29]=2)[CH2:9]1)=[O:30])=[O:4]. Procedure details: 2-amino-N-(1-(2,4-difluoro-benzyloxymethyl)-2-oxo-2-(3-oxo-3a-pyridin-2-ylmethyl-2-(2,2,2-trifluoro-ethyl)-2,3,3a,4,6,7-hexahydro-pyrazolo[4,3-c]pyridin-5-yl)-ethyl)-2-methyl-propionamide (U.S. Pat. No. 6,110,932) or its L-tartaric acid salt. The reactants are CCN(C(C)C)C(C)C, O=C(Cl)OCc1ccccc1, NCC1Cc2cccc(-c3cccc(C(F)(F)F)c3)c2O1. Product: O=C(NCC1Cc2cccc(-c3cccc(C(F)(F)F)c3)c2O1)OCc1ccccc1. Reaction SMILES: [CH:22]([N:23]([CH:24]([CH3:25])[CH3:26])[CH2:27][CH3:28])([CH3:29])[CH3:30].[Cl:31][C:32](=[O:33])[O:34][CH2:35][c:36]1[cH:37][cH:38][cH:39][cH:40][cH:41]1.[F:1][C:2]([c:3]1[cH:4][c:5](-[c:9]2[cH:10][cH:11][cH:12][c:13]3[c:17]2[O:16][CH:15]([CH2:18][NH2:19])[CH2:14]3)[cH:6][cH:7][cH:8]1)([F:20])[F:21]>>[F:1][C:2]([c:3]1[cH:4][c:5](-[c:9]2[cH:10][cH:11][cH:12][c:13]3[c:17]2[O:16][CH:15]([CH2:18][NH:19][C:32](=[O:33])[O:34][CH2:35][c:36]2[cH:37][cH:38][cH:39][cH:40][cH:41]2)[CH2:14]3)[cH:6][cH:7][cH:8]1)([F:20])[F:21]. Starting materials: solution, BrC1=C(C=CC(=C1)Cl)C(C)C (2-Bromo-4-chloro-1-isopropylbenzene), BrC1=C(C=CC(=C1)Cl)C(C)C (2-bromo-4-chloro-1-isopropylbenzene), CN(C=O)C (dimethylformamide), [Mg] (Magnesium), Cl (hydrochloric acid). The solvent is O1CCCC1 (tetrahydrofuran), O1CCCC1 (tetrahydrofuran), O1CCCC1 (tetrahydrofuran). Run at temperature 40 celsius. The product is ClC=1C=CC(=C(C=O)C1)C(C)C (5-Chloro-2-isopropylbenzaldehyde). Isolated yield 78.2%. Reaction SMILES: [Mg].Br[C:3]1[CH:8]=[C:7]([Cl:9])[CH:6]=[CH:5][C:4]=1[CH:10]([CH3:12])[CH3:11].CN(C)[CH:15]=[O:16].Cl>O1CCCC1>[Cl:9][C:7]1[CH:6]=[CH:5][C:4]([CH:10]([CH3:12])[CH3:11])=[C:3]([CH:8]=1)[CH:15]=[O:16]. Procedure: Magnesium (4.6 g, 0.189 mol) together with tetrahydrofuran (65 ml) were placed in a reaction vessel and heated while stirring to 40° C. About 5% of a solution of 2-bromo-4-chloro-1-isopropylbenzene (IV) (43 g, 0.180 mol) in tetrahydrofuran (95 ml) is then added dropwise. After the reaction has commenced, the remainder of the 2-bromo-4-chloro-1-isopropylbenzene in tetrahydrofuran was added under gentle reflux over a period of 1 hour. The mixture was then cooled to 0° C. and dimethylformamide (13.... The reactants are N(=O)[O-].[Na+] (sodium nitrite), N(=O)[O-] (nitrite), N(=O)[O-].[Na+] (sodium nitrite), solution, C1(=CC=CC=C1)S(=O)(=O)NN (benzenesulfonic acid hydrazide), Cl (hydrochloric acid), condensation product, C(CCCCCCCCCCCCCCCCC)(=O)O (stearic acid), NCCS(=O)(=O)O (taurine), ice. Solvent: O (water). Product: C1(=CC=CC=C1)S(=O)(=O)N=[N+]=[N-] (benzenesulfonic acid azide). Reaction SMILES: [C:1]1([S:7]([NH:10][NH2:11])(=[O:9])=[O:8])[CH:6]=[CH:5][CH:4]=[CH:3][CH:2]=1.Cl.C(O)(=O)CCCCCCCCCCCCCCCCC.[NH2:33]CCS(O)(=O)=O.N([O-])=O.[Na+].N([O-])=O>O>[C:1]1([S:7]([N:10]=[N+:11]=[N-:33])(=[O:8])=[O:9])[CH:2]=[CH:3][CH:4]=[CH:5][CH:6]=1 |f:4.5|. Procedure details: 25 g of benzenesulfonic acid hydrazide, 200 ml of water, 20 ml of 10 N hydrochloric acid, and 1.25 g of a condensation product of stearic acid with taurine were stirred for 30 minutes. After 60 g of ice were added, 34 ml of an aqueous sodium nitrite solution having a content of 30 g of sodium nitrite per 100 ml of solution were added dropwise over a period of about 30 minutes. The mixture was stirred for 30 minutes while an excess of nitrite was maintained. The excess nitrite was destroyed with ...